From a dataset of the Open Reaction Database (ORD), a public repository of structured organic reaction records. describe an organic reaction: reactants, conditions, products, and yield Reactants: C(C)OC(=O)C=1OC2=C(C1NC(=O)OCC)C=C(C=C2)Cl (5-chloro-3-ethoxycarbonylamino-benzofuran-2-carboxylic acid ethyl ester), O.NN (hydrazine hydrate). The solvent is C(C)O (ethanol). Yields the product NN1C(NC2=C(C1=O)OC1=C2C=C(C=C1)Cl)=O (3-Amino-8-chloro-1H-benzo[4,5]furo[3,2-d]pyrimidine-2,4-dione). As a reaction SMILES: C([O:3][C:4]([C:6]1[O:7][C:8]2[CH:20]=[CH:19][C:18]([Cl:21])=[CH:17][C:9]=2[C:10]=1[NH:11][C:12](OCC)=[O:13])=O)C.O.[NH2:23][NH2:24]>C(O)C>[NH2:23][N:24]1[C:4](=[O:3])[C:6]2[O:7][C:8]3[CH:20]=[CH:19][C:18]([Cl:21])=[CH:17][C:9]=3[C:10]=2[NH:11][C:12]1=[O:13] |f:1.2|. Procedure: To a solution of 5-chloro-3-ethoxycarbonylamino-benzofuran-2-carboxylic acid ethyl ester (3.6 g, 11.6 mmol) in ethanol (50 mL) was added hydrazine hydrate (6.2 mL, 127 mmol). After heating at reflux for 4 h, the title compound was collected by filtration (2.9 g) and was used in the next step without further purification.